Dataset: the Open Reaction Database (ORD), a public repository of structured organic reaction records. Task: describe an organic reaction: reactants, conditions, products, and yield Starting materials: Brc1ccccc1, COCCOC, OB(O)c1ccc(F)cc1F, [Na+], [Na+], O=C([O-])[O-], O. Yields the product Fc1ccc(-c2ccccc2)c(F)c1. Reaction SMILES: [Br:12][c:13]1[cH:14][cH:15][cH:16][cH:17][cH:18]1.[CH3:25][O:26][CH2:27][CH2:28][O:29][CH3:30].[F:1][c:2]1[c:3]([B:9]([OH:10])[OH:11])[cH:4][cH:5][c:6]([F:8])[cH:7]1.[Na+:19].[Na+:20].[O-:21][C:22](=[O:23])[O-:24].[OH2:31]>>[F:1][c:2]1[c:3](-[c:13]2[cH:14][cH:15][cH:16][cH:17][cH:18]2)[cH:4][cH:5][c:6]([F:8])[cH:7]1. The reactants are CC(C)N, CC#N, CCOC(=O)c1ccc(C)c(-c2ccc3c(Cl)nncc3c2)c1, ClCCl. The product is CCOC(=O)c1ccc(C)c(-c2ccc3c(NC(C)C)nncc3c2)c1. RXN SMILES: [CH3:24][CH:25]([CH3:26])[NH2:27].[CH3:28][C:29]#[N:30].[Cl:1][c:2]1[n:3][n:4][cH:5][c:6]2[cH:7][c:8](-[c:12]3[cH:13][c:14]([C:15](=[O:16])[O:17][CH2:18][CH3:19])[cH:20][cH:21][c:22]3[CH3:23])[cH:9][cH:10][c:11]12.[Cl:31][CH2:32][Cl:33]>>[c:2]1([NH:27][CH:25]([CH3:24])[CH3:26])[n:3][n:4][cH:5][c:6]2[cH:7][c:8](-[c:12]3[cH:13][c:14]([C:15](=[O:16])[O:17][CH2:18][CH3:19])[cH:20][cH:21][c:22]3[CH3:23])[cH:9][cH:10][c:11]12. Starting materials: [H-].[Na+] (sodium hydride), N1C(NC2=C1C=CC=C2)=O ((3H)-benzimidazolone), C(=O)(OC)C(OC1=C(C=C(CBr)C=C1CCC)CCC)C1=CC(=CC=C1)C (4-(1-carbomethoxy-1-(3-methylphenyl)methoxy)-3,5-dipropylbenzylbromide), C(C)(=O)OCC (ethyl acetate). Solvent: CN(C)C=O (DMF), CN(C)C=O (DMF). Run at time 20 minute. Yields the product dialkylated compound, C(=O)(OCC)C(OC1=C(C=C(C=C1CCC)CN1C(NC2=C1C=CC=C2)=O)CCC)C2=CC(=CC=C2)C (1-[4-(1-carboethoxy-1-(3-methylphenyl)methoxy)-3,5-dipropylphenylmethyl]-2-benzimidazolinone). As a reaction SMILES: [H-].[Na+].[NH:3]1[C:7]2[CH:8]=[CH:9][CH:10]=[CH:11][C:6]=2[NH:5][C:4]1=[O:12].[C:13]([CH:17]([C:33]1[CH:38]=[CH:37][CH:36]=[C:35]([CH3:39])[CH:34]=1)[O:18][C:19]1[C:26]([CH2:27][CH2:28][CH3:29])=[CH:25][C:22]([CH2:23]Br)=[CH:21][C:20]=1[CH2:30][CH2:31][CH3:32])([O:15][CH3:16])=[O:14].[C:40](OCC)(=O)C>CN(C=O)C>[C:13]([CH:17]([C:33]1[CH:38]=[CH:37][CH:36]=[C:35]([CH3:39])[CH:34]=1)[O:18][C:19]1[C:26]([CH2:27][CH2:28][CH3:29])=[CH:25][C:22]([CH2:23][N:3]2[C:7]3[CH:8]=[CH:9][CH:10]=[CH:11][C:6]=3[NH:5][C:4]2=[O:12])=[CH:21][C:20]=1[CH2:30][CH2:31][CH3:32])([O:15][CH2:16][CH3:40])=[O:14] |f:0.1|. Reported procedure: To a suspention of 4 mg (0.17 mmol) of sodium hydride in 1.0 mL of DMF was added 75 mg (0.17 mmol) of (3H)-benzimidazolone and the reaction mixture was stirred for 20 minutes. 75 mg (0.17 mmol) of 4-(1-carbomethoxy-1-(3-methylphenyl)methoxy)-3,5-dipropylbenzylbromide in 1.0 mL of DMF was added and the reaction mixture was stirred at room is temperature overnight. The reaction mixture was poured into ethyl acetate and washed with water and then brine. The organic layer was dried over sodium sulfa... The reactants are [NH4+].[OH-] (NH4OH), CC(=O)[O-].[Na+] (NaOAc), [N+](=O)([O-])C1=CC=C2CCCC(C2=C1)=O (7-Nitro-1-tetralone). The solvent is O (H2O), C(C)O (ethanol). Run at time 2 hour. Yields the product [N+](=O)([O-])C1=CC=C2CCCC(C2=C1)=NO (7-Nitro-1-tetralone oxime). The yield is 92.8%. Reaction SMILES: [N+:1]([C:4]1[CH:13]=[C:12]2[C:7]([CH2:8][CH2:9][CH2:10][C:11]2=O)=[CH:6][CH:5]=1)([O-:3])=[O:2].[NH4+:15].[OH-:16].CC([O-])=O.[Na+]>C(O)C.O>[N+:1]([C:4]1[CH:13]=[C:12]2[C:7]([CH2:8][CH2:9][CH2:10][C:11]2=[N:15][OH:16])=[CH:6][CH:5]=1)([O-:3])=[O:2] |f:1.2,3.4|. Reported procedure: 7-Nitro-1-tetralone (2.00 g, 10.4 mmol) was dissolved in ethanol (20 mL) and was added to NH4OH (1.64 mL, 16.6 mmol) and NaOAc (1.71 g, 20.8 mmol) in H2O (30 mL). After 2 h at 65° C., the solvent was removed under reduced pressure and the residue was titurated with H2O. The precipitate was removed by filtration and dried under vacuum to give 1.99 g (93%) of the desired material as a white solid. MS (ES-) m/z 205 [M−H]−. The reactants are Cl.C(CC#C)N[C@@H]1CC[C@H](CC1)C (but-3-ynyl-(trans-4-methyl-cyclohexyl)-amine hydrochloride), BrC1=CC=C(C=C1)S(=O)(=O)C (1-bromo-4-methanesulfonyl-benzene). The reagents and catalysts are C=1C=CC(=CC1)[P](C=2C=CC=CC2)(C=3C=CC=CC3)[Pd]([P](C=4C=CC=CC4)(C=5C=CC=CC5)C=6C=CC=CC6)([P](C=7C=CC=CC7)(C=8C=CC=CC8)C=9C=CC=CC9)[P](C=1C=CC=CC1)(C=1C=CC=CC1)C=1C=CC=CC1 (Tetrakis(triphenylphosphine)palladium(0)). Run in N1CCCC1 (pyrrolidine). Reaction conditions: temperature 50 celsius. The product is CS(=O)(=O)C1=CC=C(C=C1)C#CCCN[C@@H]1CC[C@H](CC1)C ([4-(4-methanesulfonyl-phenyl)-but-3-ynyl]-(trans-4-methyl-cyclohexyl)-amine). Reaction SMILES: Cl.[CH2:2]([NH:6][C@H:7]1[CH2:12][CH2:11][C@H:10]([CH3:13])[CH2:9][CH2:8]1)[CH2:3][C:4]#[CH:5].Br[C:15]1[CH:20]=[CH:19][C:18]([S:21]([CH3:24])(=[O:23])=[O:22])=[CH:17][CH:16]=1>N1CCCC1.C1C=CC([P]([Pd]([P](C2C=CC=CC=2)(C2C=CC=CC=2)C2C=CC=CC=2)([P](C2C=CC=CC=2)(C2C=CC=CC=2)C2C=CC=CC=2)[P](C2C=CC=CC=2)(C2C=CC=CC=2)C2C=CC=CC=2)(C2C=CC=CC=2)C2C=CC=CC=2)=CC=1>[CH3:24][S:21]([C:18]1[CH:19]=[CH:20][C:15]([C:5]#[C:4][CH2:3][CH2:2][NH:6][C@H:7]2[CH2:8][CH2:9][C@H:10]([CH3:13])[CH2:11][CH2:12]2)=[CH:16][CH:17]=1)(=[O:23])=[O:22] |f:0.1,^1:33,35,54,73|. Reported procedure: To a portion of the above but-3-ynyl-(trans-4-methyl-cyclohexyl)-amine hydrochloride (500 mg, 2.48 mmol) dissolved in pyrrolidine (2.5 mL) was added 1-bromo-4-methanesulfonyl-benzene (583 mg, 2.48 mmol) and the solution was degassed by bubbling nitrogen through for 10 min. Tetrakis(triphenylphosphine)palladium(0) (28 mg, 0.025 mmol) was added and the mixture was heated at 50° C. for 16 h before the volatiles were removed by evaporation and the residue purified by HPLC to yield the intermediate [... Reactants: ClC1=CC(=NC(=C1C#N)COC)NC(=O)N[C@H](C)C1=CC=CC=C1 ((R)-1-(4-chloro-5-cyano-6-(methoxymethyl)pyridin-2-yl)-3-(1-phenylethyl)urea), O.NN (hydrazine hydrate). The solvent is CCO (EtOH). Product: NC1=NNC2=C1C(=NC(=C2)NC(=O)N[C@H](C)C2=CC=CC=C2)COC ((R)-1-(3-amino-4-(methoxymethyl)-1H-pyrazolo[4,3-c]pyridin-6-yl)-3-(1-phenylethyl)urea). As a reaction SMILES: Cl[C:2]1[C:7]([C:8]#[N:9])=[C:6]([CH2:10][O:11][CH3:12])[N:5]=[C:4]([NH:13][C:14]([NH:16][C@@H:17]([C:19]2[CH:24]=[CH:23][CH:22]=[CH:21][CH:20]=2)[CH3:18])=[O:15])[CH:3]=1.O.[NH2:26][NH2:27]>CCO>[NH2:9][C:8]1[C:7]2[C:6]([CH2:10][O:11][CH3:12])=[N:5][C:4]([NH:13][C:14]([NH:16][C@@H:17]([C:19]3[CH:24]=[CH:23][CH:22]=[CH:21][CH:20]=3)[CH3:18])=[O:15])=[CH:3][C:2]=2[NH:27][N:26]=1 |f:1.2|. Procedure details: A solution of (R)-1-(4-chloro-5-cyano-6-(methoxymethyl)pyridin-2-yl)-3-(1-phenylethyl)urea (151.4 mg, 0.439 mmol) and hydrazine hydrate (75 μl, 1.546 mmol) in EtOH (4 ml) was heated to 100° C. in a sealed vial for 18 hr. The mixture was concentrated in vacuo and purified via flash chromatography (0-20% MeOH/EtOAc) to provide (R)-1-(3-amino-4-(methoxymethyl)-1H-pyrazolo[4,3-c]pyridin-6-yl)-3-(1-phenylethyl)urea. MS ESI calc'd for C17H21N6O2 [M+H]+ 341. found 341. 1H NMR (ppm, 500 MHz, DMSO-d6) δ ...